From a dataset of the Open Reaction Database (ORD), a public repository of structured organic reaction records. describe an organic reaction: reactants, conditions, products, and yield Reactants: COC(C1=CC(=CC=C1)CBr)=O (3-bromomethyl benzoic acid methyl ester), C(CC)NCCC (dipropylamine). Run in CN(C)C=O (DMF). Run at time 2 hour. The product is COC(C1=CC(=CC=C1)CN(CCC)CCC)=O (3-dipropylaminomethyl-benzoic acid methyl ester). RXN SMILES: [CH3:1][O:2][C:3](=[O:12])[C:4]1[CH:9]=[CH:8][CH:7]=[C:6]([CH2:10]Br)[CH:5]=1.[CH2:13]([NH:16][CH2:17][CH2:18][CH3:19])[CH2:14][CH3:15]>CN(C=O)C>[CH3:1][O:2][C:3](=[O:12])[C:4]1[CH:9]=[CH:8][CH:7]=[C:6]([CH2:10][N:16]([CH2:17][CH2:18][CH3:19])[CH2:13][CH2:14][CH3:15])[CH:5]=1. Procedure details: In DMF (12.5 ml), 3-bromomethyl benzoic acid methyl ester (831 mg) was dissolved. The solution was added with dipropylamine (971 μl) and the whole was stirred at room temperature for 2 hours. After completion of the reaction, the solvent was distilled off under reduced pressure. The residue was dissolved in chloroform and washed with a saturated aqueous sodium hydrogen carbonate solution, followed by extraction with chloroform. The organic layer was washed with a saturated saline solution and dr... Starting materials: ON1N=NC2=C1N=CC=C2 (1-hydroxy-7-azabenzotriazole), F[B-](F)(F)F.N1(N=NC2=C1C=CC=C2)OC(=[N+](C)C)N(C)C (O-(1H benzotriazol-1-yl)-N,N,N′,N′-tetramethyluronium tetrafluoroborate), NC(CO)(COCC#C)C (2-amino-2-methyl-3-prop-2-ynyloxy-propan-1-ol), C(#C)C=1C=NC2=CC=C(C=C2C1)OC(C(=O)O)SC ((3-ethynyl-quinolin-6-yloxy)-methylsulfanyl-acetic acid). The solvent is [Cl-].[Na+].O (brine), C(C)(=O)OCC (ethyl acetate), CN(C)C=O (DMF), C(C)N(CC)CC (triethylamine). Conditions: time 16 hour. Product: C(#C)C=1C=NC2=CC=C(C=C2C1)OC(C(=O)NC(CO)(COCC#C)C)SC (2-(3-ethynyl-quinolin-6-yloxy)-N-(2-hydroxy-1-methyl-1-prop-2-ynyloxymethyl-ethyl)-2-methylsulfanylacetamide). Yield: 69.7%. RXN SMILES: ON1C2N=CC=CC=2N=N1.F[B-](F)(F)F.N1(OC(N(C)C)=[N+](C)C)C2C=CC=CC=2N=N1.[NH2:33][C:34]([CH3:42])([CH2:37][O:38][CH2:39][C:40]#[CH:41])[CH2:35][OH:36].[C:43]([C:45]1[CH:46]=[N:47][C:48]2[C:53]([CH:54]=1)=[CH:52][C:51]([O:55][CH:56]([S:60][CH3:61])[C:57](O)=[O:58])=[CH:50][CH:49]=2)#[CH:44]>CN(C=O)C.[Cl-].[Na+].O.C(OCC)(=O)C.C(N(CC)CC)C>[C:43]([C:45]1[CH:46]=[N:47][C:48]2[C:53]([CH:54]=1)=[CH:52][C:51]([O:55][CH:56]([S:60][CH3:61])[C:57]([NH:33][C:34]([CH3:42])([CH2:37][O:38][CH2:39][C:40]#[CH:41])[CH2:35][OH:36])=[O:58])=[CH:50][CH:49]=2)#[CH:44] |f:1.2,6.7.8|. Procedure details: 1-hydroxy-7-azabenzotriazole (0.717 g), O-(1H benzotriazol-1-yl)-N,N,N′,N′-tetramethyluronium tetrafluoroborate (1.692 g) and 2-amino-2-methyl-3-prop-2-ynyloxy-propan-1-ol hydrochloric salt (0.947 g) were added at room temperature to a solution of triethylamine (2.14 ml) and (3-ethynyl-quinolin-6-yloxy)-methylsulfanyl-acetic acid (1.20 g) in 43 ml of dry DMF. The reaction mixture was stirred 16 hrs at R.T and then poured onto a mixture of ethyl acetate and brine. The two layers were separated an... Reactants: ClC1=C(C=C(C=C1)[N+](=O)[O-])C (2-chloro-5-nitro-toluene), O.C(CN)N (ethylenediamine hydrate), solution, Cl (hydrochloric acid), C(CN)N (ethylene diamine). Yields the product Cl.[N+](=O)([O-])C1=CC(=C(NCCN)C=C1)C (4-nitro-2-methyl-N-(β-aminoethyl)aniline monohydrochloride). Yield: 87.0%. RXN SMILES: [Cl:1][C:2]1[CH:7]=[CH:6][C:5]([N+:8]([O-:10])=[O:9])=[CH:4][C:3]=1[CH3:11].O.[CH2:13]([NH2:16])[CH2:14][NH2:15].C(N)CN.Cl>>[ClH:1].[N+:8]([C:5]1[CH:6]=[CH:7][C:2]([NH:15][CH2:14][CH2:13][NH2:16])=[C:3]([CH3:11])[CH:4]=1)([O-:10])=[O:9] |f:1.2,5.6|. Reported procedure: 51.45 g (0.3 mole) of 2-chloro-5-nitro-toluene is added to 200 cm3 (2.5 moles) ethylenediamine hydrate. The mixture is heated at reflux for 5 hours, and the excess of ethylene diamine is then eliminated under vacuum. The residue is treated with 300 cm3 of a 5N solution of hydrochloric acid, Drying yields 60.5 g of 4-nitro-2-methyl-N-(β-aminoethyl)aniline monohydrochloride, which is washed with acetone. Starting materials: O=C([O-])[O-], CC(C)=O, Cn1nnnc1SCCCCBr, [K+], [K+], Sc1ccccn1. Yields the product Cn1nnnc1SCCCCSc1ccccn1. RXN SMILES: [C:20](=[O:21])([O-:22])[O-:23].[CH3:26][C:27](=[O:28])[CH3:29].[CH3:8][n:9]1[n:10][n:11][n:12][c:13]1[S:14][CH2:15][CH2:16][CH2:17][CH2:18][Br:19].[K+:24].[K+:25].[SH:1][c:2]1[n:3][cH:4][cH:5][cH:6][cH:7]1>>[S:1]([c:2]1[n:3][cH:4][cH:5][cH:6][cH:7]1)[CH2:18][CH2:17][CH2:16][CH2:15][S:14][c:13]1[n:9]([CH3:8])[n:10][n:11][n:12]1. Reactants: O=C1N(C=2N(C(=C1CC1=CC=C(C=C1)C=1C(=CC=CC1)C#N)CCC)N=CN2)C2CCC1(O[C@H]3[C@@H](O1)COC3)CC2 (4′-({5-oxo-7-propyl-4-[(3a′R,6a′S)-tetrahydrospiro[cyclohexane-1,2′-furo[3,4-d][1,3]dioxol]-4-yl]-4,5-dihydro[1,2,4]triazolo[1,5-a]pyrimidin-6-yl}methyl)biphenyl-2-carbonitrile), C(#N)[BH3-].[Na+] (sodium cyanoborohydride), O1CCCC1 (tetrahydrofuran). The solvent is C(C)(=O)OCC (ethyl acetate). Reaction conditions: temperature 70 celsius, time 16 hour. Yields the product O[C@@H]1[C@@H](COC1)O[C@@H]1CC[C@H](CC1)N1C=2N(C(=C(C1=O)CC1=CC=C(C=C1)C=1C(=CC=CC1)C#N)CCC)N=CN2 (4′-{[4-(trans-4-{[(3R,4S)-4-hydroxytetrahydrofuran-3-yl]oxy}cyclohexyl)-5-oxo-7-propyl-4,5-dihydro[1,2,4]triazolo[1,5-a]pyrimidin-6-yl]methyl}biphenyl-2-carbonitrile). Yield: 18.1%. Reaction SMILES: [O:1]=[C:2]1[C:7]([CH2:8][C:9]2[CH:14]=[CH:13][C:12]([C:15]3[C:16]([C:21]#[N:22])=[CH:17][CH:18]=[CH:19][CH:20]=3)=[CH:11][CH:10]=2)=[C:6]([CH2:23][CH2:24][CH3:25])[N:5]2[N:26]=[CH:27][N:28]=[C:4]2[N:3]1[CH:29]1[CH2:41][CH2:40][C:32]2([O:36][C@H:35]3[CH2:37][O:38][CH2:39][C@H:34]3[O:33]2)[CH2:31][CH2:30]1.C([BH3-])#N.[Na+].O1CCCC1>C(OCC)(=O)C>[OH:36][C@H:35]1[CH2:37][O:38][CH2:39][C@H:34]1[O:33][C@H:32]1[CH2:31][CH2:30][C@H:29]([N:3]2[C:2](=[O:1])[C:7]([CH2:8][C:9]3[CH:14]=[CH:13][C:12]([C:15]4[C:16]([C:21]#[N:22])=[CH:17][CH:18]=[CH:19][CH:20]=4)=[CH:11][CH:10]=3)=[C:6]([CH2:23][CH2:24][CH3:25])[N:5]3[N:26]=[CH:27][N:28]=[C:4]23)[CH2:41][CH2:40]1 |f:1.2|. Procedure: A mixture of 4′-({5-oxo-7-propyl-4-[(3a′R,6a′S)-tetrahydrospiro[cyclohexane-1,2′-furo[3,4-d][1,3]dioxol]-4-yl]-4,5-dihydro[1,2,4]triazolo[1,5-a]pyrimidin-6-yl}methyl)biphenyl-2-carbonitrile (0.77 g), sodium cyanoborohydride (0.45 g), boron trifluoride-diethyl ether complex (0.88 mL) and tetrahydrofuran (20 mL) was stirred at 70° C. for 16 hr. The reaction mixture was diluted with ethyl acetate, washed with water and then with saturated brine, and dried over anhydrous magnesium sulfate. The solve... Starting materials: [N+](=O)(O)[O-] (nitric acid), ice water, COC(CN(CC(=O)OC)C1=C(C=C(C=C1)C)OCCOC1=C(C=CC=C1)NC(C(=O)OC)C(=O)OC)=O (((2-(2-(2-(Bis-methoxycarbonylmethyl-amino)-phenoxy)-ethoxy)-4-methyl-phenyl)-methoxycabonylmethyl-amino)-acetic acid methyl ester), S(O)(O)(=O)=O (sulfuric acid). Run in C(C)(=O)O (acetic acid), C(C)(=O)O (acetic acid). Reaction conditions: temperature 30 celsius. The product is COC(CN(CC(=O)OC)C1=C(C=C(C=C1)C)OCCOC1=C(C=CC(=C1)[N+](=O)[O-])NC(C(=O)OC)C(=O)OC)=O (((2-(2-(2-(Bis-methoxycarbonylmethyl-amino)-5-nitro-phenoxy)-ethoxy)-4-methyl-phenyl)-methoxycabonylmethyl-amino)-acetic acid methyl ester). As a reaction SMILES: [CH3:1][O:2][C:3](=[O:38])[CH2:4][N:5]([C:11]1[CH:16]=[CH:15][C:14]([CH3:17])=[CH:13][C:12]=1[O:18][CH2:19][CH2:20][O:21][C:22]1[CH:27]=[CH:26][CH:25]=[CH:24][C:23]=1[NH:28][CH:29]([C:34]([O:36][CH3:37])=[O:35])[C:30]([O:32][CH3:33])=[O:31])[CH2:6][C:7]([O:9][CH3:10])=[O:8].[N+:39]([O-])([OH:41])=[O:40].S(=O)(=O)(O)O>C(O)(=O)C>[CH3:1][O:2][C:3](=[O:38])[CH2:4][N:5]([C:11]1[CH:16]=[CH:15][C:14]([CH3:17])=[CH:13][C:12]=1[O:18][CH2:19][CH2:20][O:21][C:22]1[CH:27]=[C:26]([N+:39]([O-:41])=[O:40])[CH:25]=[CH:24][C:23]=1[NH:28][CH:29]([C:34]([O:36][CH3:37])=[O:35])[C:30]([O:32][CH3:33])=[O:31])[CH2:6][C:7]([O:9][CH3:10])=[O:8]. Procedure: 50 g ((2-(2-(2-(Bis-methoxycarbonylmethyl-amino)-phenoxy)-ethoxy)-4-methyl-phenyl)-methoxycabonylmethyl-amino)-acetic acid methyl ester were dissolved in 600 ml glacial acetic acid. Under vigorous stirring 91.5 ml 1 molar nitric acid in glacial acetic acid was added and in a second step 28 ml of concentrated sulfuric acid was added. The temperature increased up to 30° C. The reaction mixture was directly poured in a 10 l ice/water mixture. The residue was filtered off, washed several times with ...